This data is from the Open Reaction Database (ORD), a public repository of structured organic reaction records. The task is: describe an organic reaction: reactants, conditions, products, and yield Product: CC(C)(C)OC(=O)N1CCC(COC(C(=O)O)c2cc(Cl)cc3cn(COCC[Si](C)(C)C)nc23)(c2ccc(F)cc2)CC1. Reaction SMILES: [CH3:54][OH:55].[Cl:1][c:2]1[cH:3][c:4]2[cH:5][n:6]([CH2:38][O:39][CH2:40][CH2:41][Si:42]([CH3:43])([CH3:44])[CH3:45])[n:7][c:8]2[c:9]([CH:11]([C:12](=[O:13])[O:14][CH3:15])[O:16][CH2:17][C:18]2([c:31]3[cH:32][cH:33][c:34]([F:37])[cH:35][cH:36]3)[CH2:19][CH2:20][N:21]([C:24](=[O:25])[O:26][C:27]([CH3:28])([CH3:29])[CH3:30])[CH2:22][CH2:23]2)[cH:10]1.[Li+:48].[O:49]1[CH2:50][CH2:51][CH2:52][CH2:53]1.[OH-:47].[OH2:46].[OH2:56]>>[Cl:1][c:2]1[cH:3][c:4]2[cH:5][n:6]([CH2:38][O:39][CH2:40][CH2:41][Si:42]([CH3:43])([CH3:44])[CH3:45])[n:7][c:8]2[c:9]([CH:11]([C:12](=[O:13])[OH:14])[O:16][CH2:17][C:18]2([c:31]3[cH:32][cH:33][c:34]([F:37])[cH:35][cH:36]3)[CH2:19][CH2:20][N:21]([C:24](=[O:25])[O:26][C:27]([CH3:28])([CH3:29])[CH3:30])[CH2:22][CH2:23]2)[cH:10]1. Starting materials: CO, COC(=O)C(OCC1(c2ccc(F)cc2)CCN(C(=O)OC(C)(C)C)CC1)c1cc(Cl)cc2cn(COCC[Si](C)(C)C)nc12, [Li+], C1CCOC1, [OH-], O, O. The reactants are C(C)(C)(C)[Si](OC(C(F)(F)F)(C(F)(F)F)C1=CC=C(CN2CCN(CC2)C(=O)C2=CC(=C(C=C2)NC(=O)NC2CCS(CC2)=O)F)C=C1)(C)C (1-[4-(4-{4-[1-(tert-butyl-dimethyl-silanyloxy)-2,2,2-trifluoro-1-trifluoromethyl-ethyl]-benzyl}-piperazine-1-carbonyl)-2-fluoro-phenyl]-3-(1-oxo-tetrahydro-thiopyran-4-yl)-urea), [F-].[K+] (potassium fluoride). Solvent: O1CCCC1 (tetrahydrofuran). Conditions: temperature 80 celsius. Product: FC1=C(C=CC(=C1)C(=O)N1CCN(CC1)CC1=CC=C(C=C1)C(C(F)(F)F)(C(F)(F)F)O)NC(=O)NC1CCS(CC1)=O (1-(2-Fluoro-4-{4-[4-(2,2,2-trifluoro-1-hydroxy-1-trifluoromethyl-ethyl)-benzyl]-piperazine-1-carbonyl}-phenyl)-3-(1-oxo-tetrahydro-thiopyran-4-yl)-urea). Isolated yield 18.1%. As a reaction SMILES: C([Si](C)(C)[O:6][C:7]([C:16]1[CH:48]=[CH:47][C:19]([CH2:20][N:21]2[CH2:26][CH2:25][N:24]([C:27]([C:29]3[CH:34]=[CH:33][C:32]([NH:35][C:36]([NH:38][CH:39]4[CH2:44][CH2:43][S:42](=[O:45])[CH2:41][CH2:40]4)=[O:37])=[C:31]([F:46])[CH:30]=3)=[O:28])[CH2:23][CH2:22]2)=[CH:18][CH:17]=1)([C:12]([F:15])([F:14])[F:13])[C:8]([F:11])([F:10])[F:9])(C)(C)C.[F-].[K+]>O1CCCC1>[F:46][C:31]1[CH:30]=[C:29]([C:27]([N:24]2[CH2:25][CH2:26][N:21]([CH2:20][C:19]3[CH:47]=[CH:48][C:16]([C:7]([OH:6])([C:8]([F:11])([F:9])[F:10])[C:12]([F:13])([F:14])[F:15])=[CH:17][CH:18]=3)[CH2:22][CH2:23]2)=[O:28])[CH:34]=[CH:33][C:32]=1[NH:35][C:36]([NH:38][CH:39]1[CH2:44][CH2:43][S:42](=[O:45])[CH2:41][CH2:40]1)=[O:37] |f:1.2|. Reported procedure: To a stirring solution of 1-[4-(4-{4-[1-(tert-butyl-dimethyl-silanyloxy)-2,2,2-trifluoro-1-trifluoromethyl-ethyl]-benzyl}-piperazine-1-carbonyl)-2-fluoro-phenyl]-3-(1-oxo-tetrahydro-thiopyran-4-yl)-urea (0.173 mmol, 130 mg) in tetrahydrofuran (1 mL) was added potassium fluoride (50% wt on celite) (1.727 mmol, 201 mg). The resulting suspension was heated to 80° C. for 48 hours. The reaction mixture was filtered through celite and purified by SCX chromatography to afford the title compound (20 mg)... Reactants: CC(=O)OC(C)=O, COC(=O)c1ccc(N)c(I)c1, CC(=O)O. The product is COC(=O)c1ccc(NC(C)=O)c(I)c1. As a reaction SMILES: [CH3:13][C:14](=[O:15])[O:16][C:17](=[O:18])[CH3:19].[CH3:1][O:2][C:3]([c:4]1[cH:5][c:6]([I:11])[c:7]([NH2:10])[cH:8][cH:9]1)=[O:12].[CH3:20][C:21](=[O:22])[OH:23]>>[CH3:1][O:2][C:3]([c:4]1[cH:5][c:6]([I:11])[c:7]([NH:10][C:14]([CH3:13])=[O:15])[cH:8][cH:9]1)=[O:12]. Reactants: O1C(CCCC1)ON1C([C@@H]([C@@H]1C)CCCCCC1=CC=CC=C1)=O ((3R,4S)-1-(2-tetrahydropyranyloxy)-3-(5-phenyl-1-pentyl)-4-methylazetidin-2-one), [OH-].[Na+] (sodium hydroxide). The solvent is O1CCOCC1 (dioxane). Conditions: temperature 23 celsius, time 24 hour. Product: C1(=CC=CC=C1)CCCCC[C@@H](C(=O)O)[C@H](C)NOC1OCCCC1 ((2R,3S)-2-(5-phenyl-1-pentyl)-3-(2-tetrahydropyranyloxyamino)butanoic acid). Isolated yield 71.0%. RXN SMILES: [O:1]1[CH2:6][CH2:5][CH2:4][CH2:3][CH:2]1[O:7][N:8]1[C@@H:11]([CH3:12])[C@@H:10]([CH2:13][CH2:14][CH2:15][CH2:16][CH2:17][C:18]2[CH:23]=[CH:22][CH:21]=[CH:20][CH:19]=2)[C:9]1=[O:24].[OH-:25].[Na+]>O1CCOCC1>[C:18]1([CH2:17][CH2:16][CH2:15][CH2:14][CH2:13][C@H:10]([C@@H:11]([NH:8][O:7][CH:2]2[CH2:3][CH2:4][CH2:5][CH2:6][O:1]2)[CH3:12])[C:9]([OH:24])=[O:25])[CH:23]=[CH:22][CH:21]=[CH:20][CH:19]=1 |f:1.2|. Reported procedure: To a solution of (3R,4S)-1-(2-tetrahydropyranyloxy)-3-(5-phenyl-1-pentyl)-4-methylazetidin-2-one (140 mg, 0.428 mmol) in dioxane (1.2 mL) is added 1 M aqueous sodium hydroxide (0.64 mL). The solution is stirred at 23° C. for 24 h, then extracted with hexanes (10 mL). The aqueous layer is acidified to pH=3 with saturated aqueous sodium bisulfate solution, and is extracted with two 20 mL portions of ethyl acetate. The combined organics are washed with saturated aqueous sodium chloride, dried over ... The reactants are O=C1CCC(=O)N1Br, O=C(OOC(=O)c1ccccc1)c1ccccc1, N#CCc1ccccc1, ClC(Cl)(Cl)Cl. Yields the product N#CC(Br)c1ccccc1. Reaction SMILES: [Br:28][N:29]1[C:30](=[O:31])[CH2:32][CH2:33][C:34]1=[O:35].[C:10]([O:11][O:12][C:13](=[O:14])[c:15]1[cH:16][cH:17][cH:18][cH:19][cH:20]1)(=[O:21])[c:22]1[cH:23][cH:24][cH:25][cH:26][cH:27]1.[CH2:1]([c:2]1[cH:3][cH:4][cH:5][cH:6][cH:7]1)[C:8]#[N:9].[Cl:36][C:37]([Cl:38])([Cl:39])[Cl:40]>>[CH:1]([c:2]1[cH:3][cH:4][cH:5][cH:6][cH:7]1)([C:8]#[N:9])[Br:28]. The reactants are O=C(O)c1cnn2c(C(F)F)cc(-c3ccc(C(F)(F)F)cc3)nc12, Nc1cc(S(=O)(=O)N2CCC(O)C2)sc1Cl. The product is O=C(Nc1cc(S(=O)(=O)N2CCC(O)C2)sc1Cl)c1cnn2c(C(F)F)cc(-c3ccc(C(F)(F)F)cc3)nc12. RXN SMILES: [F:1][CH:2]([c:3]1[cH:4][c:5](-[c:15]2[cH:16][cH:17][c:18]([C:21]([F:22])([F:23])[F:24])[cH:19][cH:20]2)[n:6][c:7]2[n:8]1[n:9][cH:10][c:11]2[C:12](=[O:13])[OH:14])[F:25].[NH2:26][c:27]1[cH:28][c:29]([S:33](=[O:34])(=[O:35])[N:36]2[CH2:37][CH:38]([OH:41])[CH2:39][CH2:40]2)[s:30][c:31]1[Cl:32]>>[F:1][CH:2]([c:3]1[cH:4][c:5](-[c:15]2[cH:16][cH:17][c:18]([C:21]([F:22])([F:23])[F:24])[cH:19][cH:20]2)[n:6][c:7]2[n:8]1[n:9][cH:10][c:11]2[C:12](=[O:14])[NH:26][c:27]1[cH:28][c:29]([S:33](=[O:34])(=[O:35])[N:36]2[CH2:37][CH:38]([OH:41])[CH2:39][CH2:40]2)[s:30][c:31]1[Cl:32])[F:25]. Starting materials: ClC1=CC=C(C(=O)NC(CC(=O)OCC)C(=O)C2=CSC=C2)C=C1 (ethyl 3-(4-chlorobenzoylamino)-3-(3-thienylcarbonyl)propionate), P(=O)(Cl)(Cl)Cl (phosphorus oxychloride). The solvent is CN(C=O)C (dimethylformamide). Product: ClC1=CC=C(C=C1)C=1OC(=C(N1)CC(=O)OCC)C1=CSC=C1 (ethyl 2-[2-(4-chlorophenyl)-5-(3-thienyl)-4-oxazolyl]acetate). The yield is 78.3%. RXN SMILES: [Cl:1][C:2]1[CH:24]=[CH:23][C:5]([C:6]([NH:8][CH:9]([C:16]([C:18]2[CH:22]=[CH:21][S:20][CH:19]=2)=[O:17])[CH2:10][C:11]([O:13][CH2:14][CH3:15])=[O:12])=O)=[CH:4][CH:3]=1.P(Cl)(Cl)(Cl)=O>CN(C)C=O>[Cl:1][C:2]1[CH:24]=[CH:23][C:5]([C:6]2[O:17][C:16]([C:18]3[CH:22]=[CH:21][S:20][CH:19]=3)=[C:9]([CH2:10][C:11]([O:13][CH2:14][CH3:15])=[O:12])[N:8]=2)=[CH:4][CH:3]=1. Procedure details: 9.0 g of ethyl 3-(4-chlorobenzoylamino)-3-(3-thienylcarbonyl)propionate, 50 ml of dimethylformamide and 5.3 g of phosphorus oxychloride are treated in the same manner as described in Example 1. 6.7 g of ethyl 2-[2-(4-chlorophenyl)-5-(3-thienyl)-4-oxazolyl]acetate are thereby obtained. Starting materials: C([O-])([O-])=O.[Li+].[Li+] (lithium carbonate), C1(CC1)[C@]1([C@@H](NCC1)C(C)C)O ((2S,3R)-3-cyclopropyl-2-isopropylpyrrolidin-3-ol), FC1=CC(=C(C#N)C=C1)OC (4-fluoro-2-methoxybenzonitrile). Product: C(C)[C@@H]1N(CC[C@]1(C)O)C1=CC(=C(C#N)C=C1)OC (4-[(2S,3S)-2-ethyl-3-hydroxy-3-methylpyrrolidin-1-yl]-2-methoxybenzonitrile), solid. The yield is 62.0%. Reaction SMILES: [CH:1]1([C@:4]2([OH:12])[CH2:8][CH2:7][NH:6][C@H:5]2[CH:9]([CH3:11])C)CC1.F[C:14]1[CH:21]=[CH:20][C:17]([C:18]#[N:19])=[C:16]([O:22][CH3:23])[CH:15]=1.C(=O)([O-])[O-].[Li+].[Li+]>>[CH2:9]([C@H:5]1[C@:4]([OH:12])([CH3:1])[CH2:8][CH2:7][N:6]1[C:14]1[CH:21]=[CH:20][C:17]([C:18]#[N:19])=[C:16]([O:22][CH3:23])[CH:15]=1)[CH3:11] |f:2.3.4|. Reported procedure: By an operation in the same manner as in Example 1 and using (2S,3S)-2-ethyl-3-methylpyrrolidin-3-ol 0.5 oxalate (210 mg), 4-fluoro-2-methoxybenzonitrile (320 mg) and lithium carbonate (210 mg), the title compound was obtained as a pale-yellow solid (yield: 195.8 mg, yield: 62%). Reported procedure: A solution of 4-(2-oxoethylphenyl)-piperidine-N-Boc-amine was stirred in a solution of DCM (3 mL) and trifluoroacetic acid (1 mL) for 1 h, concentrated under reduced pressure, residual solvent was coevaporated twice from methanol, and dried under high vacuum to provide the N-deprotected 4-(2-acetylphenyl)piperidine. Using standard reductive amination conditions 4-(2-acetylphenyl)piperidine was reacted with N-[2-(S)-(3,4-dichlorophenyl)-4-oxobutyl]-N-methyl-3-cyano-1-naphthamide and converted to ... Starting materials: O=CCC1=C(C=CC=C1)C1CCNCC1.C(=O)(OC(C)(C)C)N (4-(2-oxoethylphenyl)-piperidine N-Boc-amine), FC(C(=O)O)(F)F (trifluoroacetic acid). As a reaction SMILES: O=[CH:2][CH2:3][C:4]1[CH:9]=[CH:8][CH:7]=[CH:6][C:5]=1[CH:10]1[CH2:15][CH2:14][NH:13][CH2:12][CH2:11]1.C(N)(OC(C)(C)C)=[O:17].FC(F)(F)C(O)=O>C(Cl)Cl>[C:3]([C:4]1[CH:9]=[CH:8][CH:7]=[CH:6][C:5]=1[CH:10]1[CH2:15][CH2:14][NH:13][CH2:12][CH2:11]1)(=[O:17])[CH3:2] |f:0.1|. The solvent is C(Cl)Cl (DCM). The product is C(C)(=O)C1=C(C=CC=C1)C1CCNCC1 (4-(2-acetylphenyl)piperidine).